From a dataset of the Open Reaction Database (ORD), a public repository of structured organic reaction records. describe an organic reaction: reactants, conditions, products, and yield The reactants are ethyl ester, C1=C(C=CC2=CC=CC=C12)C=1OC=C(N1)CC(=O)O ([2-(2-naphthyl)-oxazol-4-yl]acetic acid), [H-].[Al+3].[Li+].[H-].[H-].[H-] (lithium aluminium hydride), aqueous solution, [OH-].[Na+] (sodium hydroxide), S(=O)(=O)([O-])[O-].[Na+].[Na+] (sodium sulfate). The solvent is O1CCCC1 (tetrahydrofuran), O1CCCC1 (tetrahydrofuran), O (water), O (water). Yields the product C1=C(C=CC2=CC=CC=C12)C=1OC=C(N1)CCO (2-[2-(2-naphthyl)-oxazol-4-yl]ethanol). The yield is 87.7%. RXN SMILES: [CH:1]1[C:10]2[C:5](=[CH:6][CH:7]=[CH:8][CH:9]=2)[CH:4]=[CH:3][C:2]=1[C:11]1[O:12][CH:13]=[C:14]([CH2:16][C:17](O)=[O:18])[N:15]=1.[H-].[Al+3].[Li+].[H-].[H-].[H-].[OH-].[Na+].S([O-])([O-])(=O)=O.[Na+].[Na+]>O1CCCC1.O>[CH:1]1[C:10]2[C:5](=[CH:6][CH:7]=[CH:8][CH:9]=2)[CH:4]=[CH:3][C:2]=1[C:11]1[O:12][CH:13]=[C:14]([CH2:16][CH2:17][OH:18])[N:15]=1 |f:1.2.3.4.5.6,7.8,9.10.11|. Reported procedure: A solution of ethyl ester of [2-(2-naphthyl)-oxazol-4-yl]acetic acid (434 mg, 1.54 mmol) in tetrahydrofuran (20 ml) was added dropwise to a suspension of lithium aluminium hydride (66 mg, 1.74 mmol) in tetrahydrofuran (15 ml) with stirring under ice cooling and the mixture was stirred at the same temperature for 2.5 hrs. To the reaction mixture were added water (0.1 ml), 15% aqueous solution of sodium hydroxide (0.1 ml), water (0.3 ml) and sodium sulfate (3 g )in turn. Insoluble materials were f... The reactants are [N+](=O)([O-])C1=C(C(=O)Cl)C=CC(=C1)S(=O)(=O)C (2-nitro-4-(methylsulfonyl)benzoyl chloride), CN1N=CN=C1CC#N (2-(1-methyl-1,2,4-triazol-5-yl)acetonitrile), C(C)(C)N(CC)C(C)C (diisopropylethylamine), Cl (HCl). Run in CO (methanol). Run at time 16 hour. Product: [N+](=O)([O-])C1=C(C(=O)C(C#N)C2=NC=NN2C)C=CC(=C1)S(=O)(=O)C (2-(2-nitro-4-(methylsulfonyl)benzoyl)-2-(1-methyl-1,2,4-triazol-5-yl)acetonitrile). RXN SMILES: [N+:1]([C:4]1[CH:12]=[C:11]([S:13]([CH3:16])(=[O:15])=[O:14])[CH:10]=[CH:9][C:5]=1[C:6](Cl)=[O:7])([O-:3])=[O:2].[CH3:17][N:18]1[C:22]([CH2:23][C:24]#[N:25])=[N:21][CH:20]=[N:19]1.C(N(C(C)C)CC)(C)C.Cl>CO>[N+:1]([C:4]1[CH:12]=[C:11]([S:13]([CH3:16])(=[O:15])=[O:14])[CH:10]=[CH:9][C:5]=1[C:6]([CH:23]([C:22]1[N:18]([CH3:17])[N:19]=[CH:20][N:21]=1)[C:24]#[N:25])=[O:7])([O-:3])=[O:2]. Procedure details: 263 mg (1.0 mmol) of 2-nitro-4-(methylsulfonyl)benzoyl chloride are added at 0° C. to 122 mg (1.0 mmol) of 2-(1-methyl-1,2,4-triazol-5-yl)acetonitrile and 258 mg (2 mmol) of diisopropylethylamine. The mixture is then stirred at room temperature for 16 h. 1 ml of methanol is then added and, after 15 min, 2N HCl is added. The mixture is extracted with dichloromethane, dried over Na2SO4, evaporated and purified by means of RP-HPLC (acetonitrile/water). Yield 156 mg (45%). Reactants: N(N)C1=NC2=NC=CC=C2C(=C1)C (2-hydrazinyl-4-methyl-1,8-naphthyridine), ClC=1C=C(C=C(C1)Cl)N=C=O (3,5-dichlorophenyl isocyanate). Run in C(Cl)Cl (CH2Cl2). Run at time 8 hour. The product is ClC=1C=C(C=C(C1)Cl)NC(=O)NNC1=NC2=NC=CC=C2C(=C1)C (N-(3,5-Dichlorophenyl)-2-(4-methyl-1,8-naphthyridin-2-yl)hydrazinecarboxamide). RXN SMILES: [NH:1]([C:3]1[CH:12]=[C:11]([CH3:13])[C:10]2[C:5](=[N:6][CH:7]=[CH:8][CH:9]=2)[N:4]=1)[NH2:2].[Cl:14][C:15]1[CH:16]=[C:17]([N:22]=[C:23]=[O:24])[CH:18]=[C:19]([Cl:21])[CH:20]=1>C(Cl)Cl>[Cl:14][C:15]1[CH:16]=[C:17]([NH:22][C:23]([NH:2][NH:1][C:3]2[CH:12]=[C:11]([CH3:13])[C:10]3[C:5](=[N:6][CH:7]=[CH:8][CH:9]=3)[N:4]=2)=[O:24])[CH:18]=[C:19]([Cl:21])[CH:20]=1. Procedure details: To a solution of 2-hydrazinyl-4-methyl-1,8-naphthyridine prepared above (84 mg, 0.482 mmol) in CH2Cl2 was added 3,5-dichlorophenyl isocyanate (91 mg, 1.0 eq). The resulting mixture was stirred at room temperature overnight. The resulting precipitate was filtered off and washed with EtOAc to give the desired title compound. Spectroscopic data: 1H NMR (300 MHz, DMSO-d6) δ ppm 2.51 (s, 3 H) 6.78 (s, 1 H) 7.05 (t, J=1.90 Hz, 1 H) 7.23 (dd, J=7.91, 4.40 Hz, 1 H) 7.61 (br. s., 2 H) 8.22 (dd, J=8.06, 1... The reactants are C1CC=COC1 (2H-3,4-dihydropyran), C(C)(C)(C)P(C(C)(C)C)C(C)(C)C (tri-tert-butylphosphine), CN(C1CCCCC1)C1CCCCC1 (N-methyldicyclohexylamine), BrC=1C=CC(N(C1)CCOC1=CC=NC2=CC(=CC=C12)OC)=O (5-bromo-1-(2-(7-methoxyquinolin-4-yloxy)ethyl)pyridin-2(1H)-one). Reagents/catalysts: C=1C=CC(=CC1)/C=C/C(=O)/C=C/C2=CC=CC=C2.C=1C=CC(=CC1)/C=C/C(=O)/C=C/C2=CC=CC=C2.C=1C=CC(=CC1)/C=C/C(=O)/C=C/C2=CC=CC=C2.[Pd].[Pd] (tris(dibenzylideneacetone)dipalladium). The solvent is O1CCOCC1 (dioxane), C(Cl)Cl (CH2Cl2). Run at temperature 100 celsius, time 15 minute. The product is O1C(C=CCC1)C=1C(N(C=CC1)CCOC1=CC=NC2=CC(=CC=C12)OC)=O (5,6-dihydro-2H-pyran-2-yl-1-(2-(7-methoxyquinolin-4-yloxy)ethyl)pyridin-2(1H)-one). RXN SMILES: C(P(C(C)(C)C)C(C)(C)C)(C)(C)C.CN(C1CCCCC1)C1CCCCC1.Br[C:29]1[CH:30]=[CH:31][C:32](=[O:50])[N:33]([CH2:35][CH2:36][O:37][C:38]2[C:47]3[C:42](=[CH:43][C:44]([O:48][CH3:49])=[CH:45][CH:46]=3)[N:41]=[CH:40][CH:39]=2)[CH:34]=1.[CH2:51]1[CH2:56][O:55][CH:54]=[CH:53][CH2:52]1>C(Cl)Cl.C1C=CC(/C=C/C(/C=C/C2C=CC=CC=2)=O)=CC=1.C1C=CC(/C=C/C(/C=C/C2C=CC=CC=2)=O)=CC=1.C1C=CC(/C=C/C(/C=C/C2C=CC=CC=2)=O)=CC=1.[Pd].[Pd].O1CCOCC1>[O:55]1[CH2:56][CH2:51][CH:52]=[CH:53][CH:54]1[C:31]1[C:32](=[O:50])[N:33]([CH2:35][CH2:36][O:37][C:38]2[C:47]3[C:42](=[CH:43][C:44]([O:48][CH3:49])=[CH:45][CH:46]=3)[N:41]=[CH:40][CH:39]=2)[CH:34]=[CH:29][CH:30]=1 |f:5.6.7.8.9|. Procedure: A 10 mL Schlenk-type flask was charged with tris(dibenzylideneacetone)dipalladium (0) (0.036 g, 0.039 mmol), 2 mL dioxane, and swept with Ar. To the solution was added tri-tert-butylphosphine (0.16 g, 0.079 mmol), N-methyldicyclohexylamine (0.077 g, 0.39 mmol) and a stirrer bar. The solution was stirred for 15 min, and treated with 5-bromo-1-(2-(7-methoxyquinolin-4-yloxy)ethyl)pyridin-2(1H)-one (0.0295 g, 0.079 mmol) followed by 2H-3,4-dihydropyran (0.14 mL, 1.6 mmol). The solution was heated to... Starting materials: CCOCC, CC#N, CSC(=S)SC, NNc1ccccc1. The product is CSC(=S)N(N)c1ccccc1. Reaction SMILES: [CH2:18]([O:19][CH2:20][CH3:21])[CH3:22].[CH3:15][C:16]#[N:17].[CH3:9][S:10][C:11]([S:12][CH3:14])=[S:13].[NH2:1][NH:2][c:3]1[cH:4][cH:5][cH:6][cH:7][cH:8]1>>[NH2:1][N:2]([c:3]1[cH:4][cH:5][cH:6][cH:7][cH:8]1)[C:11]([S:10][CH3:9])=[S:12]. The reactants are O1C=C(C=C1)CCC1(CC(=CC(O1)=O)O)C(C)C (6-(2-furan-3-yl-ethyl)-4-hydroxy-6-isopropyl-5,6-dihydro-pyran-2-one), C(C)(C)(C)C1=C(C=C(C(=C1)CO)C)SS(=O)(=O)C1=CC=C(C=C1)C (toluene-4-thiosulfonic acid S-(2-tert-butyl-4-hydroxymethyl-5-methyl-phenyl)ester), C([O-])([O-])=O.[K+].[K+] (potassium carbonate). Run in CN(C)C=O (DMF). The product is C(C)(C)(C)C1=C(C=C(C(=C1)CO)C)SC=1C(OC(CC1O)(C(C)C)CCC1=COC=C1)=O (3-(2-tert-Butyl-4-hydroxymethyl-5-methyl-phenylsulfanyl)-6-(2-furan-3-yl-ethyl)-4-hydroxy-6-isopropyl-5,6-dihydro-pyran-2-one). RXN SMILES: [O:1]1[CH:5]=[CH:4][C:3]([CH2:6][CH2:7][C:8]2([CH:16]([CH3:18])[CH3:17])[O:13][C:12](=[O:14])[CH:11]=[C:10]([OH:15])[CH2:9]2)=[CH:2]1.[C:19]([C:23]1[CH:28]=[C:27]([CH2:29][OH:30])[C:26]([CH3:31])=[CH:25][C:24]=1[S:32]S(C1C=CC(C)=CC=1)(=O)=O)([CH3:22])([CH3:21])[CH3:20].C(=O)([O-])[O-].[K+].[K+]>CN(C=O)C>[C:19]([C:23]1[CH:28]=[C:27]([CH2:29][OH:30])[C:26]([CH3:31])=[CH:25][C:24]=1[S:32][C:11]1[C:12](=[O:14])[O:13][C:8]([CH2:7][CH2:6][C:3]2[CH:4]=[CH:5][O:1][CH:2]=2)([CH:16]([CH3:18])[CH3:17])[CH2:9][C:10]=1[OH:15])([CH3:22])([CH3:21])[CH3:20] |f:2.3.4|. Procedure details: The title compound was prepared as described in General Method 16a using 6-(2-furan-3-yl-ethyl)-4-hydroxy-6-isopropyl-5,6-dihydro-pyran-2-one (Example E-18; 1 mmol), toluene-4-thiosulfonic acid S-(2-tert-butyl-4-hydroxymethyl-5-methyl-phenyl)ester (Example BB-2; 1.1 mmol), potassium carbonate (4 mmol) in DMF (4 mL). The product was flash chromatographed over silica gel using 70:20:10 hexane:EtOAc:CH2Cl2, mp 62-70° C. MS (APCI): 457 (M−H). The reactants are CCOCC, CC(=O)O, [Cl-], CNC(=O)Oc1cc(CC([NH3+])C(=O)OC)ccc1O. The product is [Cl-], CNC(=O)Oc1cc(CC([NH3+])C(=O)OC)ccc1OC(C)=O. As a reaction SMILES: [CH3:21][CH2:22][O:23][CH2:24][CH3:25].[CH3:26][C:27](=[O:28])[OH:29].[Cl-:1].[OH:2][c:3]1[c:4]([O:16][C:17]([NH:18][CH3:19])=[O:20])[cH:5][c:6]([CH2:9][CH:10]([C:11](=[O:12])[O:13][CH3:14])[NH3+:15])[cH:7][cH:8]1>>[Cl-:1].[O:2]([c:3]1[c:4]([O:16][C:17]([NH:18][CH3:19])=[O:20])[cH:5][c:6]([CH2:9][CH:10]([C:11](=[O:12])[O:13][CH3:14])[NH3+:15])[cH:7][cH:8]1)[C:22]([CH3:21])=[O:23].